Dataset: the Open Reaction Database (ORD), a public repository of structured organic reaction records. Task: describe an organic reaction: reactants, conditions, products, and yield The reactants are BrC1=CC(=NC=C1)Cl (4-bromo-2-chloropyridine), FC1=CC(=C(C=C1)B(O)O)OC ((4-fluoro-2-methoxyphenyl)boronic acid), [O-]P(=O)([O-])[O-].[K+].[K+].[K+] (K3PO4). The reagents and catalysts are C1=CC=C(C=C1)P([C-]2C=CC=C2)C3=CC=CC=C3.C1=CC=C(C=C1)P([C-]2C=CC=C2)C3=CC=CC=C3.Cl[Pd]Cl.[Fe+2] (Pd(dppf)Cl2). Solvent: O1CCOCC1.O (dioxane water), CCOC(=O)C (EtOAc). Conditions: temperature 145 celsius. Product: ClC1=NC=CC(=C1)C1=C(C=C(C=C1)F)OC (2-Chloro-4-(4-fluoro-2-methoxyphenyl)pyridine). Isolated yield 45.0%. As a reaction SMILES: Br[C:2]1[CH:7]=[CH:6][N:5]=[C:4]([Cl:8])[CH:3]=1.[F:9][C:10]1[CH:15]=[CH:14][C:13](B(O)O)=[C:12]([O:19][CH3:20])[CH:11]=1.[O-]P([O-])([O-])=O.[K+].[K+].[K+]>O1CCOCC1.O.CCOC(C)=O.C1C=CC(P(C2C=CC=CC=2)[C-]2C=CC=C2)=CC=1.C1C=CC(P(C2C=CC=CC=2)[C-]2C=CC=C2)=CC=1.Cl[Pd]Cl.[Fe+2]>[Cl:8][C:4]1[CH:3]=[C:2]([C:13]2[CH:14]=[CH:15][C:10]([F:9])=[CH:11][C:12]=2[O:19][CH3:20])[CH:7]=[CH:6][N:5]=1 |f:2.3.4.5,6.7,9.10.11.12|. Procedure details: A mixture of 4-bromo-2-chloropyridine (1.92 g, 10 mmol), (4-fluoro-2-methoxyphenyl)boronic acid (1.70 g, 10 mmol) and K3PO4 (4.24 g, 20 mmol) in dioxane/water 10:1 (20 mL) was degassed with a stream of nitrogen for 10 min. After addition of Pd(dppf)Cl2 (816 mg, 1 mmol) the reaction mixture was heated at 145° C. for 90 minutes in a microwave oven. It was diluted with EtOAc and washed twice with sat. aq. NaHCO3 solution and once with brine. The organic layer was dried over MgSO4 and concentrated u... Reactants: C(C)(C)(C)OC(NC1=C(C=C(C(=C1)Cl)C)NC(CC(C1=CC(=CC=C1)C1=CC=NC=C1)=O)=O)=O ({5-chloro-4-methyl-2-[3-oxo-3-(3-pyridin-4-yl-phenyl)-propionylamino]-phenyl}-carbamic acid tert-butyl ester), C(=O)(C(F)(F)F)O (TFA). Run in C(Cl)Cl (CH2Cl2). The product is ClC1=CC2=C(NC(CC(=N2)C2=CC(=CC=C2)C2=CC=NC=C2)=O)C=C1C (7-Chloro-8-methyl-4-(3-pyridin-4-yl-phenyl)-1,3-dihydro-benzo[b][1,4]diazepin-2-one), solid. Yield: 99.0%. RXN SMILES: C(OC(=O)[NH:7][C:8]1[CH:13]=[C:12]([Cl:14])[C:11]([CH3:15])=[CH:10][C:9]=1[NH:16][C:17](=[O:33])[CH2:18][C:19](=O)[C:20]1[CH:25]=[CH:24][CH:23]=[C:22]([C:26]2[CH:31]=[CH:30][N:29]=[CH:28][CH:27]=2)[CH:21]=1)(C)(C)C.C(O)(C(F)(F)F)=O>C(Cl)Cl>[Cl:14][C:12]1[C:11]([CH3:15])=[CH:10][C:9]2[NH:16][C:17](=[O:33])[CH2:18][C:19]([C:20]3[CH:25]=[CH:24][CH:23]=[C:22]([C:26]4[CH:31]=[CH:30][N:29]=[CH:28][CH:27]=4)[CH:21]=3)=[N:7][C:8]=2[CH:13]=1. Reported procedure: The title compound was prepared from {5-chloro-4-methyl-2-[3-oxo-3-(3-pyridin-4-yl-phenyl)-propionylamino]-phenyl}-carbamic acid tert-butyl ester (Example M63) (0.36 g, 0.75 mmol) by treatment with TFA in CH2Cl2 according to the general procedure N. Obtained as an off-white light solid (269 mg, 99%). Starting materials: [BH4-], CCC12CCC3c4ccc(OC)cc4CCC3C1C=CC2=O, CO, CCOC(C)=O, [Ce+3], [Cl-], [Cl-], [Cl-], [Na+], C1CCOC1, O, O, O, O, O, O, O. Product: CCC12CCC3c4ccc(OC)cc4CCC3C1C=CC2O. Reaction SMILES: [BH4-:34].[CH3:1][O:2][c:3]1[cH:4][c:5]2[c:19]([cH:20][cH:21]1)[CH:18]1[CH:8]([CH2:7][CH2:6]2)[CH:9]2[CH:10]=[CH:11][C:12](=[O:22])[C:13]2([CH2:14][CH3:15])[CH2:16][CH2:17]1.[CH3:41][OH:42].[CH3:43][CH2:44][O:45][C:46](=[O:47])[CH3:48].[Ce+3:31].[Cl-:30].[Cl-:32].[Cl-:33].[Na+:35].[O:36]1[CH2:37][CH2:38][CH2:39][CH2:40]1.[OH2:23].[OH2:24].[OH2:25].[OH2:26].[OH2:27].[OH2:28].[OH2:29]>>[CH3:1][O:2][c:3]1[cH:4][c:5]2[c:19]([cH:20][cH:21]1)[CH:18]1[CH:8]([CH2:7][CH2:6]2)[CH:9]2[CH:10]=[CH:11][CH:12]([OH:22])[C:13]2([CH2:14][CH3:15])[CH2:16][CH2:17]1. The reactants are O=S(C1=CC=C(N2N=C(C(F)(F)F)C=C2C3=CC=C(C)C=C3)C=C1)(N)=O, OB(O)C1=CC=C(OC)C=C1. The reagents and catalysts are [F-].[Cs+], CC(=O)[O-].CC(=O)[O-].[Cu+2]. Solvent: ClCCCl, ClCCCl. Conditions: temperature 60 celsius, time 18 hour. The product is O=S(C1=CC=C(C=C1)N2N=C(C=C2C3=CC=C(C=C3)C)C(F)(F)F)(NC4=CC=C(OC)C=C4)=O, O=S(C1=CC=C(C=C1)N2N=C(C=C2C3=CC=C(C=C3)C)C(F)(F)F)(N(C4=CC=C(OC)C=C4)C5=CC=C(OC)C=C5)=O. The yield is 26.4%. Procedure details: Reactions were run in 8 x 30 mm glass vial inserts in 96 well-plate Para-dox Aluminum Reaction Blocks. The reaction components were dosed according to the design shown in Figure S2 and Figure S3. First, the catalysts (2 umol per vial) and solid bases (20 umol per vial) were added by dosing 50 uL each of a stock solution in 1,2-dichloroethane (40 mM for catalysts, 0.4 M for bases) via single-channel pipette. The 1,2-dichloroethane was then removed via centrifugal evaporation using a Genevac EZ-2 ... The reactants are C12CC(CC2CC(C1)=O)=O (bicyclo[3.3.0]octane-3,7-dione), Cl.NO (hydroxylamine hydrochloride), CC(=O)[O-].[Na+] (NaOAc). Solvent: CO (MeOH). Reaction conditions: time 1 hour. Yields the product C1=CC2=C(C(=C1)O)N=CC=C2 (oxine). Yield: 60.9%. Reaction SMILES: [CH:1]12[CH2:8][C:7](=O)[CH2:6][CH:5]1[CH2:4]C(=O)[CH2:2]2.Cl.[NH2:12]O.[CH3:14][C:15]([O-:17])=O.[Na+]>CO>[CH:2]1[CH:14]=[C:15]([OH:17])[C:4]2[N:12]=[CH:8][CH:7]=[CH:6][C:5]=2[CH:1]=1 |f:1.2,3.4|. Procedure: To bicyclo[3.3.0]octane-3,7-dione (0.25 g, 1.81 mmol) in dry MeOH (3 mL) at 0° C. was added hydroxylamine hydrochloride (0.28 g, 4.30 mmol) and NaOAc (0.65 g, 7.92 mmol). After 1 h, the solvent was removed under vacuum. Triturate the resulting residue with a minimum of ice-cold water to give a white precipitate. Collect and dry the precipitate under vacuum to give 0.16 g of the crude oxine.